From a dataset of the Open Reaction Database (ORD), a public repository of structured organic reaction records. describe an organic reaction: reactants, conditions, products, and yield Reactants: C1(CCCCCC1)CC(C)=O (Cycloheptylactone), C1CCOC1 (THF), Grignard reagent, BrCCCCCBr (1,5-dibromopentane), [Mg] (Magnesium), II (iodine), C1CCOC1 (THF), C1CCOC1 (THF), BrC(CC)(CC)Br (dibromopentane), C1CCOC1 (THF). Yields the product OC(CCCC1(CCCCC1)O)CC (1-(4′-Hydroxy-n-hexyl)-1-cyclohexanol). As a reaction SMILES: BrCCCCCBr.[Mg].II.Br[C:12](Br)([CH2:15][CH3:16])[CH2:13][CH3:14].[CH:18]1([CH2:25][C:26](=[O:28])[CH3:27])[CH2:24][CH2:23][CH2:22]CCC1.C1C[O:32]CC1>>[OH:32][CH:12]([CH2:15][CH3:16])[CH2:13][CH2:14][CH2:27][C:26]1([OH:28])[CH2:22][CH2:23][CH2:24][CH2:18][CH2:25]1. Procedure details: A solution of 1,5-dibromopentane (5.66 gms, 24.6 mmol) in dry THF (30 ml) was added slowly to a suspension of Magnesium turning (3.2 gms, 131 mmole) in dry THF (70 ml) and catalytic amount of iodine under nitrogen atmosphere. After the addition of about 5 ml of dibromopentane solution in THF, Grignard reaction was initiated. The addition was continued maintaining a gentle reflux. The mixture was refluxed for 18 hours to complete the formation of the Grignard reagent. To the reaction mixture was ...